From a dataset of the Open Reaction Database (ORD), a public repository of structured organic reaction records. describe an organic reaction: reactants, conditions, products, and yield Reactants: C(C)N(C(=O)C1=CC(=C(NCCC(=O)OCC)C=C1)[N+](=O)[O-])CC (ethyl 3-{4-[(diethylamino)carbonyl]-2-nitroanilino}propanoate). Reagents/catalysts: [Pd] (Pd/C). Run in CCOC(=O)C (EtOAc). Conditions: time 8 hour. Product: NC1=C(NCCC(=O)OCC)C=CC(=C1)C(=O)N(CC)CC (Ethyl 3-{2-amino-4-[(diethylamino)carbonyl]anilino}propanoate). The yield is 115.5%. As a reaction SMILES: [CH2:1]([N:3]([CH2:23][CH3:24])[C:4]([C:6]1[CH:19]=[CH:18][C:9]([NH:10][CH2:11][CH2:12][C:13]([O:15][CH2:16][CH3:17])=[O:14])=[C:8]([N+:20]([O-])=O)[CH:7]=1)=[O:5])[CH3:2]>CCOC(C)=O.[Pd]>[NH2:20][C:8]1[CH:7]=[C:6]([C:4]([N:3]([CH2:23][CH3:24])[CH2:1][CH3:2])=[O:5])[CH:19]=[CH:18][C:9]=1[NH:10][CH2:11][CH2:12][C:13]([O:15][CH2:16][CH3:17])=[O:14]. Reported procedure: Following general procedure 2C: A mixture of ethyl 3-{4-[(diethylamino)carbonyl]-2-nitroanilino}propanoate (0.150 g, 0.445 mmol) and 10% Pd/C in EtOAc (15 mL) was hydrogenated overnight at 40 psi. Usual work-up provided the title compound (0.158 g) which was used without further purification. 1H-NMR (CDCl3): δ 6.86 (dd, J=8.4 Hz, J=2.0 Hz, 1H), 6.80 (d, J=2.0 Hz, 1H), 6.62 (d, J=8.4 Hz, 1H), 4.18 (q, J=7.2 Hz, 2H), 3.46 (t and overlapping br s, J=5.6 Hz, 6H), 2.66 (t, J=6.8 Hz, 2H), 1.28 (t, J=7... Starting materials: C(C1CO1)OCCCCCCCCCC (1-decyl glycidyl ether), CC(CC1=CC=C(C=C1)OC)(C)N (1,1-dimethyl-2-(4-methoxyphenyl)ethylamine). The product is OC(CNC(CC1=CC=C(C=C1)OC)(C)C)COCCCCCCCCCC (N-(2-Hydroxy-3-decanoxypropyl)-1,1-dimethyl-2-(4-methoxyphenyl)ethylamine). The yield is 44.5%. As a reaction SMILES: [CH2:1]([O:5][CH2:6][CH2:7][CH2:8][CH2:9][CH2:10][CH2:11][CH2:12][CH2:13][CH2:14][CH3:15])[CH:2]1[O:4][CH2:3]1.[CH3:16][C:17]([NH2:28])([CH3:27])[CH2:18][C:19]1[CH:24]=[CH:23][C:22]([O:25][CH3:26])=[CH:21][CH:20]=1>>[OH:4][CH:2]([CH2:1][O:5][CH2:6][CH2:7][CH2:8][CH2:9][CH2:10][CH2:11][CH2:12][CH2:13][CH2:14][CH3:15])[CH2:3][NH:28][C:17]([CH3:27])([CH3:16])[CH2:18][C:19]1[CH:24]=[CH:23][C:22]([O:25][CH3:26])=[CH:21][CH:20]=1. Procedure details: Using the method of Example 5, supra, 1-decyl glycidyl ether (235 mg, 1.0 mmol) and 1,1-dimethyl-2-(4-methoxyphenyl)ethylamine (197 mg, 1.1 mmol) were used to prepare 175 mg of the title compound as a clear, colorless oil: GC/EI-MS, m/z (rel. int.) 394 (M+1, 1), 378 (6), 273 (97), 272 (100), 222 (9), 163 (37), 121 (61); 1H-NMR (CDCl3) δ 7.49 (2H, d, J=8.5), 6.82 (2H, d, J=8.5 Hz), 3.78 (3H, s), 3.75 (1H, m), 3.45 (4H, m), 2.80 (1H, dd, J=11.7 and 4.0), 2.77 (1H, broad s), 2.64 (4H, m), 1.56 (2H,... Starting materials: CC(C)(C)OC(=O)N1CCC(O)CC1, C1CCOC1, Clc1cc(-c2ccc(OC3CCCCC3)cc2)c(C2CCC2)nn1, [H-], [Na+]. The product is CC(C)(C)OC(=O)N1CCC(Oc2cc(-c3ccc(OC4CCCCC4)cc3)c(C3CCC3)nn2)CC1. RXN SMILES: [C:1]([CH3:2])([CH3:3])([CH3:4])[O:5][C:6](=[O:7])[N:8]1[CH2:9][CH2:10][CH:11]([OH:14])[CH2:12][CH2:13]1.[CH2:41]1[O:42][CH2:43][CH2:44][CH2:45]1.[Cl:17][c:18]1[cH:19][c:20](-[c:28]2[cH:29][cH:30][c:31]([O:34][CH:35]3[CH2:36][CH2:37][CH2:38][CH2:39][CH2:40]3)[cH:32][cH:33]2)[c:21]([CH:24]2[CH2:25][CH2:26][CH2:27]2)[n:22][n:23]1.[H-:15].[Na+:16]>>[C:1]([CH3:2])([CH3:3])([CH3:4])[O:5][C:6](=[O:7])[N:8]1[CH2:9][CH2:10][CH:11]([O:14][c:18]2[cH:19][c:20](-[c:28]3[cH:29][cH:30][c:31]([O:34][CH:35]4[CH2:36][CH2:37][CH2:38][CH2:39][CH2:40]4)[cH:32][cH:33]3)[c:21]([CH:24]3[CH2:25][CH2:26][CH2:27]3)[n:22][n:23]2)[CH2:12][CH2:13]1.